From a dataset of the Open Reaction Database (ORD), a public repository of structured organic reaction records. describe an organic reaction: reactants, conditions, products, and yield Reaction SMILES: [Br:24][N:25]1[C:26](=[O:27])[CH2:28][CH2:29][C:30]1=[O:31].[CH:1]1([NH:6][c:7]2[n:8][c:9]([S:22][CH3:23])[n:10][c:11]3[n:12]2[n:13][c:14](-[c:16]2[cH:17][cH:18][cH:19][cH:20][cH:21]2)[cH:15]3)[CH2:2][CH2:3][CH2:4][CH2:5]1.[Cl:32][CH2:33][Cl:34]>>[CH:1]1([NH:6][c:7]2[n:8][c:9]([S:22][CH3:23])[n:10][c:11]3[n:12]2[n:13][c:14](-[c:16]2[cH:17][cH:18][cH:19][cH:20][cH:21]2)[c:15]3[Br:24])[CH2:2][CH2:3][CH2:4][CH2:5]1. The product is CSc1nc(NC2CCCC2)n2nc(-c3ccccc3)c(Br)c2n1. Reactants: O=C1CCC(=O)N1Br, CSc1nc(NC2CCCC2)n2nc(-c3ccccc3)cc2n1, ClCCl. The reactants are C=CC=C (butadiene), cupric chloride, [Cl-].C(C)[NH+](CC)CC (triethylammonium chloride), ClC(P(=O)(Cl)Cl)(Cl)Cl (trichloromethane phosphonic dichloride). Solvent: C(Cl)Cl (methylene chloride), C(Cl)Cl (methylene chloride). Reaction conditions: time 8 hour. The product is ClC(CC=CCCl)(P(=O)(Cl)Cl)Cl (1,1,5-trichloro-pent-3-ene-1-phosphonic dichloride). Reaction SMILES: [Cl:1][C:2]([Cl:8])(Cl)[P:3]([Cl:6])([Cl:5])=[O:4].[CH2:9]=[CH:10][CH:11]=[CH2:12].[Cl-:13].C([NH+](CC)CC)C>C(Cl)Cl>[Cl:1][C:2]([Cl:8])([P:3]([Cl:6])([Cl:5])=[O:4])[CH2:9][CH:10]=[CH:11][CH2:12][Cl:13] |f:2.3|. Reported procedure: 11.8 g (0.05 mole) trichloromethane phosphonic dichloride was dissolved in 10 ml dry methylene chloride, cooled, and a cold solution of 4 g butadiene in 10 ml methylene chloride, which also contained 134 mg (1 mmole) anhydrous cupric chloride and 206 mg (1.5 mmole) triethylammonium chloride, was added. The resulting homogeneous solution was heated in the absence of air, in a sealed ampoule, at 100° for 8 hours. After cooling, the reaction product was freed from solvent, and fractionated through ... Reported procedure: A solution of the 9-[(3-pyridyl)methyl]-4-hydroxy-5-carbomethoxy carbazole (362 mg, 1.09 mmol) in 15 mL THF and 60 mL concentrated aqueous ammonium hydroxide was treated with a stream of NH3 gas to ensure saturation. The reaction vessel was capped and the mixture heated to 35° C. with stirring until tlc indicated complete consumption of starting material (48 hours). The mixture was neutralized to pH 8 with 5 N aqueous HCl, saturated with solid sodium chloride, and extracted twice with THF. The c... As a reaction SMILES: [N:1]1[CH:6]=[CH:5][CH:4]=[C:3]([CH2:7][N:8]2[C:20]3[CH:19]=[CH:18][CH:17]=[C:16]([OH:21])[C:15]=3[C:14]3[C:9]2=[CH:10][CH:11]=[CH:12][C:13]=3[C:22]([O:24]C)=O)[CH:2]=1.[NH3:26]>C1COCC1.[OH-].[NH4+]>[N:1]1[CH:6]=[CH:5][CH:4]=[C:3]([CH2:7][N:8]2[C:20]3[CH:19]=[CH:18][CH:17]=[C:16]([OH:21])[C:15]=3[C:14]3[C:9]2=[CH:10][CH:11]=[CH:12][C:13]=3[C:22](=[O:24])[NH2:26])[CH:2]=1 |f:3.4|. The product is N1=CC(=CC=C1)CN1C2=CC=CC(=C2C=2C(=CC=CC12)O)C(N)=O (9-[(3-pyridyl)methyl]-4-hydroxy-5-carbamoyl carbazole). The yield is 74.0%. The reactants are N1=CC(=CC=C1)CN1C2=CC=CC(=C2C=2C(=CC=CC12)O)C(=O)OC (9-[(3-pyridyl)methyl]-4-hydroxy-5-carbomethoxy carbazole), N (NH3). The solvent is C1CCOC1 (THF), [OH-].[NH4+] (ammonium hydroxide). Run at temperature 35 celsius. The reactants are Na2HPO4, [PH2](=O)O (Hypophosphorous acid), C(C1=CC=CC=C1)OC1=CC=C2C(=NN(C2=C1)C[C@@H](C)O)N ((R)-6-Benzyloxy-1-(2-hydroxypropyl)-3-aminoindazole), N(=O)OCC(C)C (Isobutyl nitrite). Run in O (water), CO (methanol). Conditions: time 3 hour. Product: C(C1=CC=CC=C1)OC1=CC=C2C=NN(C2=C1)C[C@@H](C)O ((R)-6-Benzyloxy-1-(2-hydroxypropyl)indazole). As a reaction SMILES: [PH2](O)=O.[CH2:4]([O:11][C:12]1[CH:20]=[C:19]2[C:15]([C:16](N)=[N:17][N:18]2[CH2:21][C@H:22]([OH:24])[CH3:23])=[CH:14][CH:13]=1)[C:5]1[CH:10]=[CH:9][CH:8]=[CH:7][CH:6]=1.N(OCC(C)C)=O>CO.O>[CH2:4]([O:11][C:12]1[CH:20]=[C:19]2[C:15]([CH:16]=[N:17][N:18]2[CH2:21][C@H:22]([OH:24])[CH3:23])=[CH:14][CH:13]=1)[C:5]1[CH:6]=[CH:7][CH:8]=[CH:9][CH:10]=1. Procedure details: Hypophosphorous acid (3.45 L of a 50% (w/w) aqueous solution) was added to a stirred solution of 2 (1975 g, 6.65 mol) in 23.7 L of methanol under a nitrogen atmosphere. Isobutyl nitrite (1576 mL, 13.3 mol) was added in two portions, keeping the reaction temperature below 53° C. After 3 hours, a solution of Na2HPO4 (8.5 kg) in 70 L of water was added, and the mixture was extracted with ethyl acetate (30 L then 15 L). The combined organic extracts were washed with brine, dried (Na2SO4), treated wi... The reactants are COC(CONC(C1=C(C(=CC=C1Cl)Cl)OC)=O)=O (methyl[(3,6-dichloro-2-methoxybenzoyl) aminooxy]acetate), C(CCC)O (n-butyl alcohol), C1(=CC=CC=C1)C (toluene). The reagents and catalysts are CCCCO.CCCCO.CCCCO.CCCCO.[Ti] (titanium n-butoxide). Run in CO.C1(=CC=CC=C1)C (methanol toluene). Run at temperature 85 celsius. Product: C(CCC)OC(CONC(C1=C(C(=CC=C1Cl)Cl)OC)=O)=O (n-Butyl[(3,6-dichloro-2-methoxybenzoyl)aminooxy]acetate). Reaction SMILES: [CH3:1][O:2][C:3](=[O:19])[CH2:4][O:5][NH:6][C:7](=[O:18])[C:8]1[C:13]([Cl:14])=[CH:12][CH:11]=[C:10]([Cl:15])[C:9]=1[O:16][CH3:17].[CH2:20](O)[CH2:21][CH2:22]C.C1(C)C=CC=CC=1>CCCCO.CCCCO.CCCCO.CCCCO.[Ti].CO.C1(C)C=CC=CC=1>[CH2:1]([O:2][C:3](=[O:19])[CH2:4][O:5][NH:6][C:7](=[O:18])[C:8]1[C:13]([Cl:14])=[CH:12][CH:11]=[C:10]([Cl:15])[C:9]=1[O:16][CH3:17])[CH2:20][CH2:21][CH3:22] |f:3.4.5.6.7,8.9|. Procedure details: To 161.8 g. of methyl[(3,6-dichloro-2-methoxybenzoyl) aminooxy]acetate was added 80 g. of n-butyl alcohol, 600 ml. of toluene, and 9.5 g. of titanium n-butoxide. The mixture was stirred and heated to 85° C. for 2 hours to drive off a methanol/toluene mixture. The heat was then maintained at 95°-100° C. to distill off n-butanol/toluene. The reaction mixture was cooled to 40° C. and 150 ml. of 1 M. HCl added. The mixture was then washed with 1 M. HCl, water, then saturated NaHCO3 solution, and the... Reactants: CCO, ClC(Cl)Cl, CC1CC(NC(=O)C(F)(F)F)(c2ccc(-c3nc4ccn5c(-c6ncccn6)nnc5c4cc3-c3ccccc3)cc2)C1, [Na+], [OH-]. The product is CC1CC(N)(c2ccc(-c3nc4ccn5c(-c6ncccn6)nnc5c4cc3-c3ccccc3)cc2)C1. Reaction SMILES: [CH3:46][CH2:47][OH:48].[Cl:49][CH:50]([Cl:51])[Cl:52].[F:1][C:2]([F:3])([F:4])[C:42]([NH:5][C:6]1([c:11]2[cH:12][cH:13][c:14](-[c:17]3[n:18][c:19]4[cH:20][cH:21][n:22]5[c:23]([c:24]4[cH:25][c:26]3-[c:27]3[cH:28][cH:29][cH:30][cH:31][cH:32]3)[n:33][n:34][c:35]5-[c:36]3[n:37][cH:38][cH:39][cH:40][n:41]3)[cH:15][cH:16]2)[CH2:7][CH:8]([CH3:10])[CH2:9]1)=[O:43].[Na+:45].[OH-:44]>>[NH2:5][C:6]1([c:11]2[cH:12][cH:13][c:14](-[c:17]3[n:18][c:19]4[cH:20][cH:21][n:22]5[c:23]([c:24]4[cH:25][c:26]3-[c:27]3[cH:28][cH:29][cH:30][cH:31][cH:32]3)[n:33][n:34][c:35]5-[c:36]3[n:37][cH:38][cH:39][cH:40][n:41]3)[cH:15][cH:16]2)[CH2:7][CH:8]([CH3:10])[CH2:9]1. Starting materials: CN1C(=O)NC(=O)C=C1 (1-methyluracil), CC=1SC2=C(N1)C(C1=C(C=C2)C=C(C=C1)CCC)O ((±)-2-Methyl-7-n-propyl-4H-benzo[5,6]cyclohepta[1,2-d]thiazol-4-ol). Solvent: C(C)(=O)O (acetic acid). Product: CN1C(NC(C(=C1)C1C2=C(C=CC3=C1N=C(S3)C)C=C(C=C2)CCC)=O)=O ((±)-1-Methyl-5-(2-methyl-7-n-propyl-4H-benzo[5,6]cyclohepta[1,2-d]thiazol-4-yl)-2,4-(1H,3H)-pyrimidinedione). Reaction SMILES: [CH3:1][N:2]1[CH:9]=[CH:8][C:6](=[O:7])[NH:5][C:3]1=[O:4].[CH3:10][C:11]1[S:12][C:13]2[CH:20]=[CH:19][C:18]3[CH:21]=[C:22]([CH2:25][CH2:26][CH3:27])[CH:23]=[CH:24][C:17]=3[CH:16](O)[C:14]=2[N:15]=1>C(O)(=O)C>[CH3:1][N:2]1[CH:9]=[C:8]([CH:16]2[C:14]3[N:15]=[C:11]([CH3:10])[S:12][C:13]=3[CH:20]=[CH:19][C:18]3[CH:21]=[C:22]([CH2:25][CH2:26][CH3:27])[CH:23]=[CH:24][C:17]2=3)[C:6](=[O:7])[NH:5][C:3]1=[O:4]. Reported procedure: A mixture of the 1-methyluracil (0.5 g) and the product from step (xi) in acetic acid (50 ml) was heated at reflux 2 h. The solvent was removed under reduced pressure and the residue partitioned between ethyl acetate/water. The organic layer collected and dried over MgSO4. The solvent evaporated and the crude product purified by flash chromatography eluting with ethyl acetate.